This data is from the Open Reaction Database (ORD), a public repository of structured organic reaction records. The task is: describe an organic reaction: reactants, conditions, products, and yield The product is C(C)N1C(=NC=C1C=O)C1=CC=CC=C1 (3-Ethyl-2-phenyl-3H-imidazole-4-carbaldehyde). As a reaction SMILES: [C:1]1([C:7]([NH2:9])=O)[CH:6]=[CH:5][CH:4]=[CH:3][CH:2]=1.C(N)C.[CH:13]1([C:16]2[N:20](C)[C:19]([CH:22]=[O:23])=[CH:18]N=2)CC1>>[CH2:16]([N:20]1[C:19]([CH:22]=[O:23])=[CH:18][N:9]=[C:7]1[C:1]1[CH:6]=[CH:5][CH:4]=[CH:3][CH:2]=1)[CH3:13]. Procedure details: 3-Ethyl-2-phenyl-3H-imidazole-4-carbaldehyde was prepared from benzene carboxamide and ethylamine in the same manner as 2-cyclopropyl-3-methyl-3H-imidazole-4-carbaldehyde (Example 46). Reactants: C1(=CC=CC=C1)C(=O)N (benzene carboxamide), C(C)N (ethylamine), C1(CC1)C1=NC=C(N1C)C=O (2-cyclopropyl-3-methyl-3H-imidazole-4-carbaldehyde). Starting materials: C(C)(=O)NC1=C(C=CC(=C1)Cl)/C=C/C(=O)O ((E)-3-(2-Acetylamino-4-chloro-phenyl)-acrylic acid), CCN=C=NCCCN(C)C (EDCI), C=1C=CC2=C(C1)N=NN2O (HOBT), FC1=CC=C(CN2C[C@H](NCC2)[C@H](C)O)C=C1 ((S)-1-[(S)-4-(4-Fluorobenzyl)-piperazin-2-yl]-ethanol). The solvent is C1CCOC1 (THF). Reaction conditions: time 20 hour. The product is ClC=1C=CC(=C(C1)NC(C)=O)\C=C\C(=O)N1[C@@H](CN(CC1)CC1=CC=C(C=C1)F)[C@H](C)O (N-(5-Chloro-2-{(E)-3-[(S)-4-(4-fluoro-benzyl)-2-((S)-1-hydroxy-ethyl)-piperazin-1-yl]-3-oxo-propenyl}-phenyl)-acetamide). The yield is 61.8%. RXN SMILES: [C:1]([NH:4][C:5]1[CH:10]=[C:9]([Cl:11])[CH:8]=[CH:7][C:6]=1/[CH:12]=[CH:13]/[C:14]([OH:16])=O)(=[O:3])[CH3:2].CCN=C=NCCCN(C)C.C1C=CC2N(O)N=NC=2C=1.[F:38][C:39]1[CH:54]=[CH:53][C:42]([CH2:43][N:44]2[CH2:49][CH2:48][NH:47][C@H:46]([C@@H:50]([OH:52])[CH3:51])[CH2:45]2)=[CH:41][CH:40]=1>C1COCC1>[Cl:11][C:9]1[CH:8]=[CH:7][C:6](/[CH:12]=[CH:13]/[C:14]([N:47]2[CH2:48][CH2:49][N:44]([CH2:43][C:42]3[CH:41]=[CH:40][C:39]([F:38])=[CH:54][CH:53]=3)[CH2:45][C@H:46]2[C@@H:50]([OH:52])[CH3:51])=[O:16])=[C:5]([NH:4][C:1](=[O:3])[CH3:2])[CH:10]=1. Procedure: (E)-3-(2-Acetylamino-4-chloro-phenyl)-acrylic acid (2.1 g, 8.8 mmol), EDCI (3.4 g, 17.6 mmol); HOBT (2.4 g, 17.6 mmol) and 2.1 g (8.8 mmol) (S)-1-[(S)-4-(4-Fluorobenzyl)-piperazin-2-yl]-ethanol were dissolved in 180 ml THF and stirred for 20 hours at room temperature. This mixture was then extracted 3 times with water and once with saturated sodium chloride solution. The title compound was purified by chromatography (SiO2, ethyl acetate/MeOH/NH3conc. 90/10/1) and was isolated as a pale solid (2....